Task: describe an organic reaction: reactants, conditions, products, and yield. Dataset: the Open Reaction Database (ORD), a public repository of structured organic reaction records Starting materials: FC1=CC=C(C=C1)N1N=CC2=CC(=CC=C12)O[C@@H]([C@H](C)N)C1=CC(=CC=C1)OC ((1R,2S)-1-{[1-(4-fluorophenyl)-1H-indazol-5-yl]oxy}-1-(3-methoxyphenyl)propan-2-amine), C(C)(C)(C)OC(=O)N1[C@H](CCC1)C(=O)O ((R)-1-(tert-butoxycarbonyl)pyrrolidine-2-carboxylic acid). Product: FC1=CC=C(C=C1)N1N=CC2=CC(=CC=C12)O[C@@H]([C@H](C)NC(=O)[C@@H]1N(CCC1)C(=O)OC(C)(C)C)C1=CC(=CC=C1)OC ((R)-tert-butyl 2-((1R,2S)-1-(1-(4-fluorophenyl)-1H-indazol-5-yloxy)-1-(3-methoxyphenyl)propan-2-ylcarbamoyl)pyrrolidine-1-carboxylate). Reaction SMILES: [F:1][C:2]1[CH:7]=[CH:6][C:5]([N:8]2[C:16]3[C:11](=[CH:12][C:13]([O:17][C@H:18]([C:22]4[CH:27]=[CH:26][CH:25]=[C:24]([O:28][CH3:29])[CH:23]=4)[C@@H:19]([NH2:21])[CH3:20])=[CH:14][CH:15]=3)[CH:10]=[N:9]2)=[CH:4][CH:3]=1.[C:30]([O:34][C:35]([N:37]1[CH2:41][CH2:40][CH2:39][C@@H:38]1[C:42](O)=[O:43])=[O:36])([CH3:33])([CH3:32])[CH3:31]>>[F:1][C:2]1[CH:3]=[CH:4][C:5]([N:8]2[C:16]3[C:11](=[CH:12][C:13]([O:17][C@H:18]([C:22]4[CH:27]=[CH:26][CH:25]=[C:24]([O:28][CH3:29])[CH:23]=4)[C@@H:19]([NH:21][C:42]([C@H:38]4[CH2:39][CH2:40][CH2:41][N:37]4[C:35]([O:34][C:30]([CH3:33])([CH3:32])[CH3:31])=[O:36])=[O:43])[CH3:20])=[CH:14][CH:15]=3)[CH:10]=[N:9]2)=[CH:6][CH:7]=1. Reported procedure: Prepared as described in Example 83 from (1R,2S)-1-(1-(4-fluorophenyl)-1H-indazol-5-yloxy)-1-(3-methoxyphenyl)propan-2-amine (6a, 50 mg, 0.13 mmol) and (R)-1-(tert-butoxycarbonyl)pyrrolidine-2-carboxylic acid (37 mg, 0.17 mmol). Yield 31 mg (41%). Starting materials: Cl, CCCCC(CC)COC(=O)c1ccc([N+](=O)[O-])cc1C(=O)OCC(CC)CCCC, [Na+], [OH-], O, [Zn], c1ccccc1. Yields the product CCCCC(CC)COC(=O)c1ccc(N)cc1C(=O)OCC(CC)CCCC. As a reaction SMILES: [ClH:32].[N+:1]([O-:2])(=[O:3])[c:4]1[cH:5][c:6]([C:21](=[O:22])[O:23][CH2:24][CH:25]([CH2:26][CH2:27][CH2:28][CH3:29])[CH2:30][CH3:31])[c:7]([C:8](=[O:9])[O:10][CH2:11][CH:12]([CH2:13][CH2:14][CH2:15][CH3:16])[CH2:17][CH3:18])[cH:19][cH:20]1.[Na+:35].[OH-:34].[OH2:33].[Zn:42].[cH:36]1[cH:37][cH:38][cH:39][cH:40][cH:41]1>>[NH2:1][c:4]1[cH:5][c:6]([C:21](=[O:22])[O:23][CH2:24][CH:25]([CH2:26][CH2:27][CH2:28][CH3:29])[CH2:30][CH3:31])[c:7]([C:8](=[O:9])[O:10][CH2:11][CH:12]([CH2:13][CH2:14][CH2:15][CH3:16])[CH2:17][CH3:18])[cH:19][cH:20]1.